Task: describe an organic reaction: reactants, conditions, products, and yield. Dataset: the Open Reaction Database (ORD), a public repository of structured organic reaction records The reactants are NCC(=O)N1C2=C(N(C([C@@H]3[C@H]1CCC3)=O)CC3=CC=CC=C3)C=CC=C2 ((3aR*,10aS*)-4-(aminoacetyl)-9-benzyl-2,3,3a,4,9,10a-hexahydrobenzo[b]cyclopenta-[e][1,4]diazepin-10(1H)-one), FC=1C=C2C(C(=O)OC2=O)=CC1 (4-fluorophthalic acid anhydride), CCCCCC (hexane). Run in C=1(C(=CC=CC1)C)C (xylene). Reaction conditions: temperature 140 celsius, time 30 minute. The product is C(C1=CC=CC=C1)N1C2=C(N([C@H]3[C@@H](C1=O)CCC3)C(CN3C(C=1C(C3=O)=CC(=CC1)F)=O)=O)C=CC=C2 ((3aR*,10aS*)-9-Benzyl-4-((4-fluorophthalimido)acetyl)-2,3,3a,4,9,10a-hexahydrobenzo[b]cyclopenta[e][1,4]-diazepin-10(1H)-one). Yield: 62.6%. As a reaction SMILES: [NH2:1][CH2:2][C:3]([N:5]1[C@@H:11]2[CH2:12][CH2:13][CH2:14][C@@H:10]2[C:9](=[O:15])[N:8]([CH2:16][C:17]2[CH:22]=[CH:21][CH:20]=[CH:19][CH:18]=2)[C:7]2[CH:23]=[CH:24][CH:25]=[CH:26][C:6]1=2)=[O:4].[F:27][C:28]1[CH:29]=[C:30]2[C:35](=O)[O:34][C:32](=[O:33])[C:31]2=[CH:37][CH:38]=1.CCCCCC>C1(C)C(C)=CC=CC=1>[CH2:16]([N:8]1[C:9](=[O:15])[C@H:10]2[CH2:14][CH2:13][CH2:12][C@H:11]2[N:5]([C:3](=[O:4])[CH2:2][N:1]2[C:35](=[O:34])[C:30]3=[CH:29][C:28]([F:27])=[CH:38][CH:37]=[C:31]3[C:32]2=[O:33])[C:6]2[CH:26]=[CH:25][CH:24]=[CH:23][C:7]1=2)[C:17]1[CH:18]=[CH:19][CH:20]=[CH:21][CH:22]=1. Procedure details: A suspension of (3aR*,10aS*)-4-(aminoacetyl)-9-benzyl-2,3,3a,4,9,10a-hexahydrobenzo[b]cyclopenta-[e][1,4]diazepin-10(1H)-one (490 mg, 1.4 mmol) and 4-fluorophthalic acid anhydride (233 mg, 1.4 mmol) in xylene (3 mL) was stirred for 30 minutes at 140° C. The reaction mixture was left standing for cooling at room temperature, to which was added hexane (5 mL). The resulting solid was collected by filtration, followed by recrystallization from dichloromethane-hexane to give 436 mg (yield 62%) of the... The reactants are C(#N)C1=C(N)C=CC=C1 (2-cyanoaniline), C(CCC)[Sn](CCCC)=O (dibutyltin oxide), C[Si](C)(C)N=[N+]=[N-] (trimethylsilyl azide). Solvent: C1(=CC=CC=C1)C (toluene). The product is NC1=C(C=CC=C1)C1=NN=NN1 (5-(2-Aminophenyl)tetrazole). The yield is 17.6%. Reaction SMILES: [C:1]([C:3]1[CH:9]=[CH:8][CH:7]=[CH:6][C:4]=1[NH2:5])#[N:2].C([Sn](=O)CCCC)CCC.C[Si]([N:24]=[N+:25]=[N-:26])(C)C>C1(C)C=CC=CC=1>[NH2:5][C:4]1[CH:6]=[CH:7][CH:8]=[CH:9][C:3]=1[C:1]1[NH:26][N:25]=[N:24][N:2]=1. Procedure: To 2-cyanoaniline (5.00 g, 42.3 mmol) and dibutyltin oxide (520 mg, 2.1 mmol) dissolved in toluene (40 mL) was added trimethylsilyl azide (6.40 mL, 47 mmol). The reaction mixture was heated at ~95° C. for 70 hours, cooled to ambient temperature, concentrated under reduced pressure and partitioned between water (50 mL) and saturated sodium carbonate solution (50 mL). The organic phase was extracted with another aliquot (25 mL) of saturated sodium carbonate solution. The combined aqueous extracts ... Starting materials: ClC(=O)OCC1=CC=CC=C1 (benzyl chloroformate), C(C)(C)(C)OC(=O)N1CC2(CC2C1)C1=CC=C(C=C1)N (1-(4-amino-phenyl)-3-aza-bicyclo[3.1.0]hexane-3-carboxylic acid tert-butyl ester), CC(=O)C (acetone), C([O-])(O)=O.[Na+] (sodium bicarbonate). The solvent is O (water). Conditions: temperature 0 celsius. Product: C(C)(C)(C)OC(=O)N1CC2(CC2C1)C1=CC=C(C=C1)NC(=O)OCC1=CC=CC=C1 (1-(4-Benzyloxycarbonylamino-phenyl)-3-aza-bicyclo[3.1.0]hexane-3-carboxylic acid tert-butyl ester). Yield: 91.2%. As a reaction SMILES: [C:1]([O:5][C:6]([N:8]1[CH2:13][CH:12]2[C:10]([C:14]3[CH:19]=[CH:18][C:17]([NH2:20])=[CH:16][CH:15]=3)([CH2:11]2)[CH2:9]1)=[O:7])([CH3:4])([CH3:3])[CH3:2].CC(C)=O.C(=O)(O)[O-].[Na+].Cl[C:31]([O:33][CH2:34][C:35]1[CH:40]=[CH:39][CH:38]=[CH:37][CH:36]=1)=[O:32]>O>[C:1]([O:5][C:6]([N:8]1[CH2:13][CH:12]2[C:10]([C:14]3[CH:19]=[CH:18][C:17]([NH:20][C:31]([O:33][CH2:34][C:35]4[CH:40]=[CH:39][CH:38]=[CH:37][CH:36]=4)=[O:32])=[CH:16][CH:15]=3)([CH2:11]2)[CH2:9]1)=[O:7])([CH3:4])([CH3:2])[CH3:3] |f:2.3|. Procedure details: To a solution of 1-(4-amino-phenyl)-3-aza-bicyclo[3.1.0]hexane-3-carboxylic acid tert-butyl ester (1.5 g, 5.5 mmol), in 1:1 acetone:water (12 mL) was added sodium bicarbonate (1.2 g, 13.7 mmol). The resulting solution was cooled to 0° C. and benzyl chloroformate (2.8 mL, 8.2 mmol, 50% solution in toluene) was added dropwise. The reaction mixture was stirred at r.t. and progress of the reaction was monitored by TLC. On completion, solvent was evaporated under reduced pressure and the residue was ... Starting materials: COC[C@]12CC[C@@H](C=C1CC[C@H]1[C@@H]3CC[C@@H]([C@@]3(C)CC[C@H]21)O)O (19-Methoxyandrost-4-ene-3β,17β-diol). The solvent is C(C)(=O)OC(C)=O (acetic anhydride), N1=CC=CC=C1 (pyridine). Run at time 8 hour. Yields the product C(C)(=O)O[C@@H]1C=C2CC[C@H]3[C@@H]4CC[C@@H]([C@@]4(C)CC[C@@H]3[C@]2(CC1)COC)OC(C)=O (19-methoxyandrost-4-ene-3β,17β-diol diacetate). As a reaction SMILES: [CH3:1][O:2][CH2:3][C@@:4]12[C@@H:21]3[C@H:12]([C@H:13]4[C@@:17]([CH2:19][CH2:20]3)([CH3:18])[C@@H:16]([OH:22])[CH2:15][CH2:14]4)[CH2:11][CH2:10][C:9]1=[CH:8][C@@H:7]([OH:23])[CH2:6][CH2:5]2>C(OC(=O)C)(=O)C.N1C=CC=CC=1>[C:3]([O:23][C@H:7]1[CH2:6][CH2:5][C@@:4]2([CH2:3][O:2][CH3:1])[C:9]([CH2:10][CH2:11][C@@H:12]3[C@@H:21]2[CH2:20][CH2:19][C@@:17]2([CH3:18])[C@H:13]3[CH2:14][CH2:15][C@@H:16]2[O:22][C:16](=[O:22])[CH3:15])=[CH:8]1)(=[O:2])[CH3:4]. Procedure: 19-Methoxyandrost-4-ene-3β,17β-diol is dissolved in a mixture of acetic anhydride and pyridine and the solution allowed to stand overnight at room temperature. The solvents are removed under vacuum and the remaining residue crystallized from acetone-hexane to yield 19-methoxyandrost-4-ene-3β,17β-diol diacetate. The reactants are C(C)OC(=O)C1=NN(C(C=2C1=CSC2N)=O)C2=CC=C(C=C2)C(=O)O (5-amino-3-(4-carboxy-phenyl)-4-oxo-3,4-dihydro-thieno[3,4-d]pyridazine-1-carboxylic acid ethyl ester), CO (methanol), C(C)(C)N (isopropyl amine), C(CCCC)=O (valeraldehyde), C(C1=CC=CC=C1)[N+]#[C-] (benzyl isocyanide). Solvent: O1CCCC1 (tetrahydrofuran). Run at temperature 45 celsius, time 64 hour. The product is C(C)OC(=O)C1=NN(C(C=2C1=CSC2N)=O)C2=CC=C(C=C2)C(N(C(C)C)C(CCCC)C(NCC2=CC=CC=C2)=O)=O (5-Amino-3-(4-((1-benzylcarbamoyl-pentyl)isopropyl-carbamoyl)phenyl)-4-oxo-3,4-dihydro-thieno[3,4-d]pyridazine-1-carboxylic acid ethyl ester). Yield: 42.0%. Reaction SMILES: [CH2:1]([O:3][C:4]([C:6]1[C:11]2=[CH:12][S:13][C:14]([NH2:15])=[C:10]2[C:9](=[O:16])[N:8]([C:17]2[CH:22]=[CH:21][C:20]([C:23]([OH:25])=O)=[CH:19][CH:18]=2)[N:7]=1)=[O:5])[CH3:2].[CH:26]([NH2:29])([CH3:28])[CH3:27].[CH:30](=[O:35])[CH2:31][CH2:32][CH2:33][CH3:34].[CH2:36]([N+:43]#[C-])[C:37]1[CH:42]=[CH:41][CH:40]=[CH:39][CH:38]=1.[CH3:45]O>O1CCCC1>[CH2:1]([O:3][C:4]([C:6]1[C:11]2=[CH:12][S:13][C:14]([NH2:15])=[C:10]2[C:9](=[O:16])[N:8]([C:17]2[CH:22]=[CH:21][C:20]([C:23](=[O:25])[N:29]([CH:31]([C:30](=[O:35])[NH:43][CH2:36][C:37]3[CH:42]=[CH:41][CH:40]=[CH:39][CH:38]=3)[CH2:32][CH2:33][CH2:34][CH3:45])[CH:26]([CH3:28])[CH3:27])=[CH:19][CH:18]=2)[N:7]=1)=[O:5])[CH3:2]. Reported procedure: To a solution of 5-amino-3-(4-carboxy-phenyl)-4-oxo-3,4-dihydro-thieno[3,4-d]pyridazine-1-carboxylic acid ethyl ester (9.0 mg, 0.025 mmol) in a mixture of methanol and tetrahydrofuran (200 ml, 1:1) was added isopropyl amine (25 μl, 0.025 mmol, 1.0 M in tetrahydrofuran), valeraldehyde (25 μl, 0.025 mmol, 1.0 M in tetrahydrofuran) and benzyl isocyanide (25 μl, 0.025 mmol, 1.0 M in tetrahydrofuran). The mixture was stirred at 45° C. for 64 h. After dilution with dichloromethane (1 ml), the mixture ... Reactants: [H-].[Na+] (Sodium hydride), BrCC(=O)OCC (ethyl bromoacetate), C(C)(=O)N1C(NC2=C1C(=CC=C2)Br)=O (1-Acetyl-7-bromo-1,3-dihydro-2H-benzimidazol-2-one). Reaction conditions: time 4 hour. The product is C(C)(=O)N1C(N(C2=C1C(=CC=C2)Br)CC(=O)OCC)=O (Ethyl (3-acetyl-4-bromo-2-oxo-2,3-dihydro-1H-benzimidazol-1-yl)acetate). As a reaction SMILES: [H-].[Na+].Br[CH2:4][C:5]([O:7][CH2:8][CH3:9])=[O:6].[C:10]([N:13]1[C:17]2[C:18]([Br:22])=[CH:19][CH:20]=[CH:21][C:16]=2[NH:15][C:14]1=[O:23])(=[O:12])[CH3:11]>>[C:10]([N:13]1[C:17]2[C:18]([Br:22])=[CH:19][CH:20]=[CH:21][C:16]=2[N:15]([CH2:4][C:5]([O:7][CH2:8][CH3:9])=[O:6])[C:14]1=[O:23])(=[O:12])[CH3:11] |f:0.1|. Reported procedure: Sodium hydride (353 mg of a 60% dispersion in mineral oil, 8.84 mmol) and ethyl bromoacetate (1.15 mL, 8.84 mmol) were added to a solution of 1-acetyl-7-bromo-1,3-dihydro-2H-benzimidazol-2-one from Step B (1.5 g, 5.89 mmol) in DMP (20 mL) at 0° C. After 4 h, the reaction mixture was quenched with brine and extracted with EtOAc. The organic layer was dried over Na2SO4, filtered, and concentrated. The crude product was purified by silica gel chromatography, eluting with a gradient of CH2Cl2::EtOAc... The reactants are CO, [H][H], C1CCOC1, COC(=O)C=Cc1ccc(OCC(C)=O)cc1. Reaction SMILES: [CH3:20][OH:21].[H:1][H:2].[O:22]1[CH2:23][CH2:24][CH2:25][CH2:26]1.[O:3]=[C:4]([CH2:5][O:6][c:7]1[cH:8][cH:9][c:10]([CH:11]=[CH:12][C:13](=[O:14])[O:15][CH3:16])[cH:17][cH:18]1)[CH3:19]>>[O:3]=[C:4]([CH2:5][O:6][c:7]1[cH:8][cH:9][c:10]([CH2:11][CH2:12][C:13](=[O:14])[O:15][CH3:16])[cH:17][cH:18]1)[CH3:19]. Product: COC(=O)CCc1ccc(OCC(C)=O)cc1. The reactants are BrC=1C(C2=CC(=CC=C2C1C1=CC(=CC(=C1)F)F)O)=O (2-Bromo-3-(3,5-difluorophenyl)-6-hydroxy-1H-inden-1-one), BrC=1C(C2=CC(=CC=C2C1C1=CC=CC=C1)O)=O (2-bromo-6-hydroxy-3-phenyl-1H-inden-1-one), OCCCN1CCN(CC1)C(=O)OC(C)(C)C (t-butyl 4-(3-hydroxypropyl)piperazine-1-carboxylate). Conditions: time 2 hour. The product is BrC=1C(C2=CC(=CC=C2C1C1=CC(=CC(=C1)F)F)OCCCN1CCN(CC1)C(=O)OC(C)(C)C)=O (t-Butyl 4-(3-(2-bromo-3-(3,5-difluorophenyl)-1-oxo-1H-inden-6-yl oxy)propyl)piperazine-1-carboxylate). Isolated yield 48.0%. As a reaction SMILES: [Br:1][C:2]1[C:3](=[O:20])[C:4]2[C:9]([C:10]=1[C:11]1[CH:16]=[C:15]([F:17])[CH:14]=[C:13]([F:18])[CH:12]=1)=[CH:8][CH:7]=[C:6]([OH:19])[CH:5]=2.BrC1C(=O)C2C(C=1C1C=CC=CC=1)=CC=C(O)C=2.O[CH2:40][CH2:41][CH2:42][N:43]1[CH2:48][CH2:47][N:46]([C:49]([O:51][C:52]([CH3:55])([CH3:54])[CH3:53])=[O:50])[CH2:45][CH2:44]1>>[Br:1][C:2]1[C:3](=[O:20])[C:4]2[C:9]([C:10]=1[C:11]1[CH:12]=[C:13]([F:18])[CH:14]=[C:15]([F:17])[CH:16]=1)=[CH:8][CH:7]=[C:6]([O:19][CH2:40][CH2:41][CH2:42][N:43]1[CH2:48][CH2:47][N:46]([C:49]([O:51][C:52]([CH3:53])([CH3:55])[CH3:54])=[O:50])[CH2:45][CH2:44]1)[CH:5]=2. Reported procedure: The procedure of Step 6 of Example 1 was repeated except for using 2-bromo-3-(3,5-difluorophenyl)-6-hydroxy-1H-inden-1-one obtained in Step 5 of Example 36 as a starting material instead of 2-bromo-6-hydroxy-3-phenyl-1H-inden-1-one, t-butyl 4-(3-hydroxypropyl)piperazine-1-carboxylate instead of 4-(2-hydroxyethyl)morpholine, being stirred for 2 h, and being purified by silica gel column chromatography (EtOAc/CH2Cl2=1:1) to obtain the title compound (48%). The reactants are dichloro(2,6,10-dodecatriene)-1,12-diyl ruthenium(IV), 0.307, COC=1C(=C(N2C=CC=CC12)C(=O)C=1C=C2C(C(=C(N(C2=CC1)CC=C)C)C(=O)OCC)=O)C (ethyl 6-[(1-methoxy-2-methylindolizin-3-yl)carbonyl]-2-methyl-4-oxo-1-prop-2-en-1-yl-1,4-dihydroquinoline-3-carboxylate), DMFt-butanol. Solvent: mixture, O (water). Reaction conditions: temperature 120 celsius. Product: COC=1C(=C(N2C=CC=CC12)C(=O)C=1C=C2C(C(=C(NC2=CC1)C)C(=O)OCC)=O)C (Ethyl 6-[(1-methoxy-2-methylindolizin-3-yl)carbonyl]-2-methyl-4-oxo-1,4-dihydroquinoline-3-carboxylate). Reaction SMILES: [CH3:1][O:2][C:3]1[C:4]([CH3:34])=[C:5]([C:12]([C:14]2[CH:15]=[C:16]3[C:21](=[CH:22][CH:23]=2)[N:20](CC=C)[C:19]([CH3:27])=[C:18]([C:28]([O:30][CH2:31][CH3:32])=[O:29])[C:17]3=[O:33])=[O:13])[N:6]2[C:11]=1[CH:10]=[CH:9][CH:8]=[CH:7]2>O>[CH3:1][O:2][C:3]1[C:4]([CH3:34])=[C:5]([C:12]([C:14]2[CH:15]=[C:16]3[C:21](=[CH:22][CH:23]=2)[NH:20][C:19]([CH3:27])=[C:18]([C:28]([O:30][CH2:31][CH3:32])=[O:29])[C:17]3=[O:33])=[O:13])[N:6]2[C:11]=1[CH:10]=[CH:9][CH:8]=[CH:7]2. Procedure details: 6.7 mg (0.02 mmol) of dichloro(2,6,10-dodecatriene)-1,12-diyl ruthenium(IV) are added, at ambient temperature under an inert atmosphere, to 0.307 (0.67 mol) of ethyl 6-[(1-methoxy-2-methylindolizin-3-yl)carbonyl]-2-methyl-4-oxo-1-prop-2-en-1-yl-1,4-dihydroquinoline-3-carboxylate in 12 ml of a mixture of DMFt-butanol and water (1/1). The reaction medium is microwave-heated for 30 minutes at 120° C. and then extracted with ethyl acetate. The organic phase obtained is washed with a saturated aqueou... Starting materials: BrC1=CC2=C(C=3N=C(SC3CCO2)N2C(N(N=C2C)C(C)C)=O)C=C1 (4-(8-bromo-4,5-dihydro-6-oxa-3-thia-1-aza-benzo[e]azulen-2-yl)-2-isopropyl-5-methyl-2,4-dihydro-[1,2,4]triazol-3-one), IC1=CC2=C(C=3N=C(SC3CCO2)N2C(N(N=C2C)C(C)C)=O)C=C1 (4-(8-iodo-4,5-dihydro-6-oxa-3-thia-1-aza-benzo[e]azulen-2-yl)-2-isopropyl-5-methyl-2,4-dihydro-[1,2,4]triazol-3-one), CC(CN1N=CC(=C1)B1OC(C(O1)(C)C)(C)C)(C)O (2-methyl-1-[4-(4,4,5,5-tetramethyl-[1,3,2]dioxaborolan-2-yl)-pyrazol-1-yl]-propan-2-ol). The product is OC(CN1N=CC(=C1)C1=CC2=C(C=3N=C(SC3CCO2)N2C(N(N=C2C)C(C)C)=O)C=C1)(C)C (4-{8-[1-(2-Hydroxy-2-methyl-propyl)-1H-pyrazol-4-yl]-4,5-dihydro-6-oxa-3-thia-1-aza-benzo[e]azulen-2-yl}-2-isopropyl-5-methyl-2,4-dihydro-[1,2,4]triazol-3-one). RXN SMILES: Br[C:2]1[CH:25]=[CH:24][C:5]2[C:6]3[N:7]=[C:8]([N:14]4[C:18]([CH3:19])=[N:17][N:16]([CH:20]([CH3:22])[CH3:21])[C:15]4=[O:23])[S:9][C:10]=3[CH2:11][CH2:12][O:13][C:4]=2[CH:3]=1.IC1C=CC2C3N=C(N4C(C)=NN(C(C)C)C4=O)SC=3CCOC=2C=1.[CH3:51][C:52]([OH:69])([CH3:68])[CH2:53][N:54]1[CH:58]=[C:57](B2OC(C)(C)C(C)(C)O2)[CH:56]=[N:55]1>>[OH:69][C:52]([CH3:68])([CH3:51])[CH2:53][N:54]1[CH:58]=[C:57]([C:2]2[CH:25]=[CH:24][C:5]3[C:6]4[N:7]=[C:8]([N:14]5[C:18]([CH3:19])=[N:17][N:16]([CH:20]([CH3:22])[CH3:21])[C:15]5=[O:23])[S:9][C:10]=4[CH2:11][CH2:12][O:13][C:4]=3[CH:3]=2)[CH:56]=[N:55]1. Procedure: Following the procedure for 473, a mixture of 4-(8-bromo-4,5-dihydro-6-oxa-3-thia-1-aza-benzo[e]azulen-2-yl)-2-isopropyl-5-methyl-2,4-dihydro-[1,2,4]triazol-3-one and 4-(8-iodo-4,5-dihydro-6-oxa-3-thia-1-aza-benzo[e]azulen-2-yl)-2-isopropyl-5-methyl-2,4-dihydro-[1,2,4]triazol-3-one and 2-methyl-1-[4-(4,4,5,5-tetramethyl-[1,3,2]dioxaborolan-2-yl)-pyrazol-1-yl]-propan-2-ol were reacted to give 474 isolated as a white solid (34 mg, 59%). LCMS: RT=4.79 min, [M+H]+=481. 1H NMR δ (ppm) (DMSO-d6): 8.15...